describe an organic reaction: reactants, conditions, products, and yield From a dataset of the Open Reaction Database (ORD), a public repository of structured organic reaction records. The product is CC(C(=O)NC1=C(C=C(C=C1)C(F)(F)F)C)(C)C (2,2-Dimethyl-N-(2-methyl-4-trifluoromethylphenyl)propanamide). Run in O (Water), CCCCCC (hexane), CCCCCC (hexane). Starting materials: CC(C(=O)NC1=CC=C(C=C1)C(F)(F)F)(C)C (2,2-dimethyl-N-(4-trifluoromethylphenyl)propanamide), O1CCCC1 (tetrahydrofuran), IC (iodomethane), solution, [Li+].CCC[CH2-] (N-butyllithium). Procedure details: To a chilled (28° C.) solution of 4.91 g of 2,2-dimethyl-N-(4-trifluoromethylphenyl)propanamide and 80 ml tetrahydrofuran, was added over two mins, 18.5 ml of a 2.5M solution of N-butyllithium in hexane, with stirring. The reaction mixture was stirred for two hours at 0° C. and added, dropwise over eight minutes, to a solution of 3.19 g of iodomethane and 7 ml of hexane, keeping the temperature between -2° C.+1° C. The solution was stirred for 45 mins (internal temperature reached 18° C.). Water... RXN SMILES: [CH3:1][C:2]([CH3:17])([CH3:16])[C:3]([NH:5][C:6]1[CH:11]=[CH:10][C:9]([C:12]([F:15])([F:14])[F:13])=[CH:8][CH:7]=1)=[O:4].O1CCC[CH2:19]1.[Li+].CCC[CH2-].IC>CCCCCC.O>[CH3:1][C:2]([CH3:17])([CH3:16])[C:3]([NH:5][C:6]1[CH:11]=[CH:10][C:9]([C:12]([F:13])([F:14])[F:15])=[CH:8][C:7]=1[CH3:19])=[O:4] |f:2.3|. Run at temperature 0 celsius, time 2 hour. Reactants: CC(C=C1COC2=CC(=CC=C2C1=O)C(=O)OC)C (methyl 3-(2-methylpropylidene)-4-oxochroman-7-carboxylate), O1CCCC1 (tetrahydrofuran), 32, Cl.ClC1=C(C#N)C=CC(=C1)NN (2-chloro-4-hydrazinylbenzonitrile hydrochloride). The product is ClC=1C=C(C=CC1C#N)N1N=C2C(C1C(C)C)COC=1C=C(C=CC12)C(=O)O (2-(3-chloro-4-cyanophenyl)-3-isopropyl-2,3,3a,4-tetrahydrochromeno[4,3-c]pyrazole-7-carboxylic acid). As a reaction SMILES: [CH3:1][CH:2]([CH3:19])[CH:3]=[C:4]1[C:13](=O)[C:12]2[C:7](=[CH:8][C:9]([C:15]([O:17]C)=[O:16])=[CH:10][CH:11]=2)[O:6][CH2:5]1.Cl.[Cl:21][C:22]1[CH:29]=[C:28]([NH:30][NH2:31])[CH:27]=[CH:26][C:23]=1[C:24]#[N:25].O1CCCC1>>[Cl:21][C:22]1[CH:29]=[C:28]([N:30]2[CH:3]([CH:2]([CH3:19])[CH3:1])[CH:4]3[CH2:5][O:6][C:7]4[CH:8]=[C:9]([C:15]([OH:17])=[O:16])[CH:10]=[CH:11][C:12]=4[C:13]3=[N:31]2)[CH:27]=[CH:26][C:23]=1[C:24]#[N:25] |f:1.2|. Procedure details: The title compound was prepared from methyl 3-(2-methylpropylidene)-4-oxochroman-7-carboxylate; Preparation 32 (260 mg, 1.0 mmol) and 2-chloro-4-hydrazinylbenzonitrile hydrochloride; Preparation 1 (306 mg, 1.5 mmol) according to Method B and Method C. The crude product was purified by reverse-phase HPLC (30 to 95% acetonitrile/water/0.05% trifluoroacetic acid) followed by flash chromatrography (0 to 20% methanol/ethyl acetate) to give 2-(3-chloro-4-cyanophenyl)-3-isopropyl-2,3,3a,4-tetrahydrochr...